This data is from the Open Reaction Database (ORD), a public repository of structured organic reaction records. The task is: describe an organic reaction: reactants, conditions, products, and yield The reactants are CC(C)(C)OC(=O)c1nc(-c2ccccc2)sc1CBr, C1CCNC1, CCN(C(C)C)C(C)C, ClCCl. Product: CC(C)(C)OC(=O)c1nc(-c2ccccc2)sc1CN1CCCC1. As a reaction SMILES: [Br:6][CH2:7][c:8]1[c:9]([C:19](=[O:20])[O:21][C:22]([CH3:23])([CH3:24])[CH3:25])[n:10][c:11](-[c:13]2[cH:14][cH:15][cH:16][cH:17][cH:18]2)[s:12]1.[CH2:1]1[CH2:2][CH2:3][NH:4][CH2:5]1.[CH:26]([N:27]([CH:28]([CH3:29])[CH3:30])[CH2:31][CH3:32])([CH3:33])[CH3:34].[Cl:35][CH2:36][Cl:37]>>[CH2:1]1[CH2:2][CH2:3][N:4]([CH2:7][c:8]2[c:9]([C:19](=[O:20])[O:21][C:22]([CH3:23])([CH3:24])[CH3:25])[n:10][c:11](-[c:13]3[cH:14][cH:15][cH:16][cH:17][cH:18]3)[s:12]2)[CH2:5]1. Reactants: CC(C=C)(C)O (3-methyl-1-buten-3-ol), C(C)[SiH](CC)CC (triethylsilane). Reagents/catalysts: [H+].[H+].Cl[Pt-2](Cl)(Cl)(Cl)(Cl)Cl (chloroplatinic acid), C(CCC)O (n-butanol), [H+].[H+].Cl[Pt-2](Cl)(Cl)(Cl)(Cl)Cl (chloroplatinic acid). The solvent is C(CCC)O (n-butanol). Run at temperature 80 celsius. Yields the product CC(CC[Si](CC)(CC)CC)(C)O (1,1-dimethyl-3-(triethylsilyl)propyl alcohol). Yield: 81.1%. RXN SMILES: [CH3:1][C:2]([OH:6])([CH3:5])[CH:3]=[CH2:4].[CH2:7]([SiH:9]([CH2:12][CH3:13])[CH2:10][CH3:11])[CH3:8]>[H+].[H+].Cl[Pt-2](Cl)(Cl)(Cl)(Cl)Cl.C(O)CCC>[CH3:1][C:2]([OH:6])([CH3:5])[CH2:3][CH2:4][Si:9]([CH2:12][CH3:13])([CH2:10][CH3:11])[CH2:7][CH3:8] |f:2.3.4|. Reported procedure: Into a four-necked 500 mL-flask equipped with a stirring apparatus, a thermometer and a dropping funnel, 81.2 g (0.943 mole) of 3-methyl-1-buten-3-ol and 0.2 g of an n-butanol solution containing chloroplatinic acid at a concentration of 2 weight % were charged, and they were heated to 80° C. with stirring. From the dropping funnel, 109.6 g (0.943 mole) of triethylsilane was dropwise added into the four-necked flask. After the completion of the addition, they were heated and stirred for about 20... Starting materials: CC(C)(C)[S@](=O)N[C@@H](C1=CC=C(C=C1)C(F)(F)F)C1=NC=CC=C1C ((S)-2-methyl-N—((S)-(3-methylpyridin-2-yl)(4-(trifluoro-methyl)phenyl)methyl)propane-2-sulfinamide), Cl (hydrogen chloride), solution, O1CCOCC1 (1,4-dioxane). The solvent is CO (MeOH). Product: Cl.CC=1C(=NC=CC1)[C@@H](N)C1=CC=C(C=C1)C(F)(F)F ((S)-(3-Methylpyridin-2-yl)(4-(trifluoromethyl)phenyl)methanamine hydrochloride). As a reaction SMILES: CC([S@@]([NH:7][C@H:8]([C:19]1[C:24]([CH3:25])=[CH:23][CH:22]=[CH:21][N:20]=1)[C:9]1[CH:14]=[CH:13][C:12]([C:15]([F:18])([F:17])[F:16])=[CH:11][CH:10]=1)=O)(C)C.[ClH:26].O1CCOCC1>CO>[ClH:26].[CH3:25][C:24]1[C:19]([C@H:8]([C:9]2[CH:14]=[CH:13][C:12]([C:15]([F:18])([F:16])[F:17])=[CH:11][CH:10]=2)[NH2:7])=[N:20][CH:21]=[CH:22][CH:23]=1 |f:4.5|. Reported procedure: A solution of (S)-2-methyl-N—((S)-(3-methylpyridin-2-yl)(4-(trifluoro-methyl)phenyl)methyl)propane-2-sulfinamide (0.355 g, 0.958 mmol) in MeOH (10 mL) was treated with hydrogen chloride, 4.0 M solution in 1,4-dioxane (0.6 mL, 2.400 mmol) and stirred at rt. The reaction was concentrated on the rotary evaporator resulting in a gummy residue. The residue (S)-(3-methylpyridin-2-yl)-(4-(trifluoromethyl)phenyl)methanamine hydrochloride was used in the next steps without further purification. Reactants: Br (hydrobromic acid), solution, BrC1=CC=C2C(=NN(C2=C1)C1CCCCC1)CC (6-Bromo-1-cyclohexyl-3-ethyl-1H-indazole). Run in C(C)(=O)O (acetic acid), C1(=CC=CC=C1)C (toluene). Reaction conditions: time 30 minute. The product is Br.BrC1=CC=C2C(=NN(C2=C1)C1CCCCC1)CC (6-bromo-1 cyclohexyl-3-ethyl-1H-indazole hydrobromide). Isolated yield 251.4%. As a reaction SMILES: [Br:1][C:2]1[CH:10]=[C:9]2[C:5]([C:6]([CH2:17][CH3:18])=[N:7][N:8]2[CH:11]2[CH2:16][CH2:15][CH2:14][CH2:13][CH2:12]2)=[CH:4][CH:3]=1.Br>C1(C)C=CC=CC=1.C(O)(=O)C>[BrH:1].[Br:1][C:2]1[CH:10]=[C:9]2[C:5]([C:6]([CH2:17][CH3:18])=[N:7][N:8]2[CH:11]2[CH2:16][CH2:15][CH2:14][CH2:13][CH2:12]2)=[CH:4][CH:3]=1 |f:4.5|. Procedure: 6-Bromo-1-cyclohexyl-3-ethyl-1H-indazole (1.015 g, 3.304 mmol) was dissolved in toluene (10 mL) and to the solution was added hydrobromic acid (1.5 mL of a 30% solution in acetic acid). The solution was stirred at room temperature 30 minutes and concentrated to low volume. Ethyl acetate (10 mL) was added, the solids were filtered and washed with additional ethyl acetate (10 mL) to provide 6-bromo-1 cyclohexyl-3-ethyl-1H-indazole hydrobromide (1.612 g, 80%) as a white solid (mp 170-172° C. (decom... Reactants: CC(=O)[O-], CCO, CCCc1cc(Oc2ccc(Cl)cc2)ccc1C(=O)c1cc(OC)c(Cl)cc1F, Cl, NO, [Na+]. The product is CCCc1cc(Oc2ccc(Cl)cc2)ccc1C(=NO)c1cc(OC)c(Cl)cc1F. As a reaction SMILES: [CH3:34][C:35](=[O:36])[O-:37].[CH3:38][CH2:39][OH:40].[Cl:1][c:2]1[cH:3][cH:4][c:5]([O:6][c:7]2[cH:8][c:9]([CH2:25][CH2:26][CH3:27])[c:10]([C:13](=[O:14])[c:15]3[c:16]([F:24])[cH:17][c:18]([Cl:23])[c:19]([O:21][CH3:22])[cH:20]3)[cH:11][cH:12]2)[cH:28][cH:29]1.[ClH:30].[NH2:31][OH:32].[Na+:33]>>[Cl:1][c:2]1[cH:3][cH:4][c:5]([O:6][c:7]2[cH:8][c:9]([CH2:25][CH2:26][CH3:27])[c:10]([C:13]([c:15]3[c:16]([F:24])[cH:17][c:18]([Cl:23])[c:19]([O:21][CH3:22])[cH:20]3)=[N:31][OH:32])[cH:11][cH:12]2)[cH:28][cH:29]1. Reactants: C(C)(C)(C)OC(=O)N1C[C@H]([C@H](CC1)COC=1N=NC(=C(C1)C1=CC=C(C=C1)OC1CCCCC1)CCCC)OCOC ((±)-cis-4-[6-butyl-5-(4-cyclohexyloxy-phenyl)-pyridazin-3-yloxymethyl]-3-methoxymethoxy-piperidine-1-carboxylic acid tert-butyl ester), Cl (HCl). Run in C(Cl)Cl (DCM), O1CCOCC1 (dioxane). Run at time 2 hour. The product is Cl.Cl.C(CCC)C1=C(C=C(N=N1)OC[C@@H]1[C@@H](CNCC1)O)C1=CC=C(C=C1)OC1CCCCC1 ((±)-cis-4-[6-butyl-5-(4-cyclohexyloxy-phenyl)-pyridazin-3-yloxymethyl]-piperidin-3-ol dihydrochloride). As a reaction SMILES: C(OC([N:8]1[CH2:13][CH2:12][C@H:11]([CH2:14][O:15][C:16]2[N:17]=[N:18][C:19]([CH2:35][CH2:36][CH2:37][CH3:38])=[C:20]([C:22]3[CH:27]=[CH:26][C:25]([O:28][CH:29]4[CH2:34][CH2:33][CH2:32][CH2:31][CH2:30]4)=[CH:24][CH:23]=3)[CH:21]=2)[C@H:10]([O:39]COC)[CH2:9]1)=O)(C)(C)C.[ClH:43]>C(Cl)Cl.O1CCOCC1>[ClH:43].[ClH:43].[CH2:35]([C:19]1[N:18]=[N:17][C:16]([O:15][CH2:14][C@H:11]2[CH2:12][CH2:13][NH:8][CH2:9][C@H:10]2[OH:39])=[CH:21][C:20]=1[C:22]1[CH:27]=[CH:26][C:25]([O:28][CH:29]2[CH2:34][CH2:33][CH2:32][CH2:31][CH2:30]2)=[CH:24][CH:23]=1)[CH2:36][CH2:37][CH3:38] |f:4.5.6|. Reported procedure: To a solution of (±)-cis-4-[6-butyl-5-(4-cyclohexyloxy-phenyl)-pyridazin-3-yloxymethyl]-3-methoxymethoxy-piperidine-1-carboxylic acid tert-butyl ester (1.03 mmol, 0.60 g) in DCM (5 mL) was added 4 N HCl in dioxane (5 mL). The solution was stirred for 2 hours. The solvents were removed with reduced pressure and the salt was triturated with diethyl ether and filtered to give (±)-cis-4-[6-butyl-5-(4-cyclohexyloxy-phenyl)-pyridazin-3-yloxymethyl]-piperidin-3-ol dihydrochloride (0.50 g). Reactants: BrCCCBr, O=C([O-])[O-], CCC(C)=O, Oc1ccc2c(-c3ccccc3)noc2c1CC1CC1, [K+], [K+]. Product: BrCCCOc1ccc2c(-c3ccccc3)noc2c1CC1CC1. As a reaction SMILES: [Br:21][CH2:22][CH2:23][CH2:24][Br:25].[C:26](=[O:27])([O-:28])[O-:29].[CH3:32][C:33](=[O:34])[CH2:35][CH3:36].[CH:1]1([CH2:4][c:5]2[c:6]([OH:20])[cH:7][cH:8][c:9]3[c:10](-[c:14]4[cH:15][cH:16][cH:17][cH:18][cH:19]4)[n:11][o:12][c:13]23)[CH2:2][CH2:3]1.[K+:30].[K+:31]>>[CH:1]1([CH2:4][c:5]2[c:6]([O:20][CH2:24][CH2:23][CH2:22][Br:21])[cH:7][cH:8][c:9]3[c:10](-[c:14]4[cH:15][cH:16][cH:17][cH:18][cH:19]4)[n:11][o:12][c:13]23)[CH2:2][CH2:3]1. Starting materials: C(C)OC(=C)C1=NC(=NC(=C1C)COCC(F)(F)F)NC1=CC(=C(C=C1)N1C=NC(=C1)C)OC (4-(1-ethoxyvinyl)-N-(3-methoxy-4-(4-methyl-1H-imidazol-1-yl)phenyl)-5-methyl-6-((2,2,2-trifluoroethoxy)methyl)pyrimidin-2-amine), Cl (hydrochloric acid), C([O-])(O)=O.[Na+] (Sodium bicarbonate). Solvent: O1CCOCC1 (dioxane), O (water), O (water). Product: COC=1C=C(C=CC1N1C=NC(=C1)C)NC1=NC(=C(C(=N1)C(C)=O)C)COCC(F)(F)F (1-(2-(3-Methoxy-4-(4-methyl-1H-imidazol-1-yl)phenylamino)-5-methyl-6-((2,2,2-trifluoroethoxy)methyl)pyrimidin-4-yl)ethanone). As a reaction SMILES: C([O:3][C:4]([C:6]1[C:11]([CH3:12])=[C:10]([CH2:13][O:14][CH2:15][C:16]([F:19])([F:18])[F:17])[N:9]=[C:8]([NH:20][C:21]2[CH:26]=[CH:25][C:24]([N:27]3[CH:31]=[C:30]([CH3:32])[N:29]=[CH:28]3)=[C:23]([O:33][CH3:34])[CH:22]=2)[N:7]=1)=[CH2:5])C.Cl.C(=O)(O)[O-].[Na+]>O1CCOCC1.O>[CH3:34][O:33][C:23]1[CH:22]=[C:21]([NH:20][C:8]2[N:7]=[C:6]([C:4](=[O:3])[CH3:5])[C:11]([CH3:12])=[C:10]([CH2:13][O:14][CH2:15][C:16]([F:17])([F:18])[F:19])[N:9]=2)[CH:26]=[CH:25][C:24]=1[N:27]1[CH:31]=[C:30]([CH3:32])[N:29]=[CH:28]1 |f:2.3|. Procedure details: A solution of 4-(1-ethoxyvinyl)-N-(3-methoxy-4-(4-methyl-1H-imidazol-1-yl)phenyl)-5-methyl-6-((2,2,2-trifluoroethoxy)methyl)pyrimidin-2-amine (52 mg, 0.11 mmol) in dioxane (4 mL), water (0.5 mL) and concentrated hydrochloric acid (0.028 mL, 0.33 mmol) was heated at 40° C. for 35 min. Sodium bicarbonate (40 mg) and water (2 mL) were added. The volatiles were removed in vacuum, the residue was coevaporated with dioxane to give the title compound.